This data is from the Open Reaction Database (ORD), a public repository of structured organic reaction records. The task is: describe an organic reaction: reactants, conditions, products, and yield The reactants are COC=1C=C2C(=NC=NC2=CC1OC)N1CCC(CC1)N1C(NC2=CC=C(C=C2C1=O)[N+](=O)[O-])=O (3-[1-(6,7-dimethoxy-4-quinazolinyl)-4-piperidinyl]-1,2,3,4-tetrahydro-6-nitro-2,4-dioxoquinazoline), BrCCCN1C(C=2C(C1=O)=CC=CC2)=O (N-(3-bromopropyl)phthalimide). Yields the product COC=1C=C2C(=NC=NC2=CC1OC)N1CCC(CC1)N1C(N(C2=CC=C(C=C2C1=O)[N+](=O)[O-])CCCN1C(C=2C(C1=O)=CC=CC2)=O)=O (3-[1-(6,7-Dimethoxy-4-quinazolinyl)-4-piperidinyl]-1,2,3,4-tetrahydro-6-nitro-2,4-dioxo-1-(3-phthalimido-propyl)quinazoline). Yield: 42.0%. Reaction SMILES: [CH3:1][O:2][C:3]1[CH:4]=[C:5]2[C:10](=[CH:11][C:12]=1[O:13][CH3:14])[N:9]=[CH:8][N:7]=[C:6]2[N:15]1[CH2:20][CH2:19][CH:18]([N:21]2[C:30](=[O:31])[C:29]3[C:24](=[CH:25][CH:26]=[C:27]([N+:32]([O-:34])=[O:33])[CH:28]=3)[NH:23][C:22]2=[O:35])[CH2:17][CH2:16]1.Br[CH2:37][CH2:38][CH2:39][N:40]1[C:44](=[O:45])[C:43]2=[CH:46][CH:47]=[CH:48][CH:49]=[C:42]2[C:41]1=[O:50]>>[CH3:1][O:2][C:3]1[CH:4]=[C:5]2[C:10](=[CH:11][C:12]=1[O:13][CH3:14])[N:9]=[CH:8][N:7]=[C:6]2[N:15]1[CH2:20][CH2:19][CH:18]([N:21]2[C:30](=[O:31])[C:29]3[C:24](=[CH:25][CH:26]=[C:27]([N+:32]([O-:34])=[O:33])[CH:28]=3)[N:23]([CH2:37][CH2:38][CH2:39][N:40]3[C:44](=[O:45])[C:43]4=[CH:46][CH:47]=[CH:48][CH:49]=[C:42]4[C:41]3=[O:50])[C:22]2=[O:35])[CH2:17][CH2:16]1. Procedure details: The procedure similar to that described in Example 1 was repeated, except that 478.0 mg (1.00 mol) of Compound 24 was used and N-(3-bromopropyl)phthalimide was used in place of methyl iodide. As a result, 280 mg (yield: 42%) of Compound 34 was obtained as a pale yellow amorphous solid. Reactants: FC1=C(N)C=C(C(=C1)C)B1OC(C(O1)(C)C)(C)C (2-fluoro-4-methyl-5-(4,4,5,5-tetramethyl-1,3,2-dioxaborolan-2-yl)aniline), ClC(=O)OC(=C)C (isopropenyl chloroformate). The solvent is CCOC(=O)C (EtOAc), C(=O)(O)[O-].[Na+] (NaHCO3). Run at time 6 hour. Product: FC1=C(C=C(C(=C1)C)B1OC(C(O1)(C)C)(C)C)NC(OC(=C)C)=O (Prop-1-en-2-yl 2-fluoro-4-methyl-5-(4,4,5,5-tetramethyl-1,3,2-dioxaborolan-2-yl)phenylcarbamate). Isolated yield 100.0%. As a reaction SMILES: [F:1][C:2]1[CH:8]=[C:7]([CH3:9])[C:6]([B:10]2[O:14][C:13]([CH3:16])([CH3:15])[C:12]([CH3:18])([CH3:17])[O:11]2)=[CH:5][C:3]=1[NH2:4].Cl[C:20]([O:22][C:23]([CH3:25])=[CH2:24])=[O:21]>CCOC(C)=O.C([O-])(O)=O.[Na+]>[F:1][C:2]1[CH:8]=[C:7]([CH3:9])[C:6]([B:10]2[O:14][C:13]([CH3:16])([CH3:15])[C:12]([CH3:18])([CH3:17])[O:11]2)=[CH:5][C:3]=1[NH:4][C:20](=[O:21])[O:22][C:23]([CH3:25])=[CH2:24] |f:3.4|. Procedure: Add 2-fluoro-4-methyl-5-(4,4,5,5-tetramethyl-1,3,2-dioxaborolan-2-yl)aniline (5.0 g, 19.91 mmol) and isopropenyl chloroformate (2.40 mL, 21.90 mmol) in EtOAc (60 mL) and saturated aqueous NaHCO3 (60 mL) and stir at RT for 6 h. Separate the layers, extract the aqueous layer with EtOAc (2×), wash the combined organics with brine, dry over Na2SO4 and concentrate to obtain the title compound. Use for the next reaction without further purification (assuming 100% yield). MS (m/z): 336.2 (M+1). Reactants: CCO, CC(=O)O, CS(=O)(=O)Nn1c(=O)[nH]c2cc(C(F)(F)F)c([N+](=O)[O-])cc2c1=O. Yields the product CS(=O)(=O)Nn1c(=O)[nH]c2cc(C(F)(F)F)c(N)cc2c1=O. Reaction SMILES: [CH3:25][CH2:26][OH:27].[CH3:28][C:29](=[O:30])[OH:31].[N+:1]([O-:2])(=[O:3])[c:4]1[cH:5][c:6]2[c:7](=[O:24])[n:8]([NH:19][S:20](=[O:21])(=[O:22])[CH3:23])[c:9](=[O:18])[nH:10][c:11]2[cH:12][c:13]1[C:14]([F:15])([F:16])[F:17]>>[NH2:1][c:4]1[cH:5][c:6]2[c:7](=[O:24])[n:8]([NH:19][S:20](=[O:21])(=[O:22])[CH3:23])[c:9](=[O:18])[nH:10][c:11]2[cH:12][c:13]1[C:14]([F:15])([F:16])[F:17].